This data is from the Open Reaction Database (ORD), a public repository of structured organic reaction records. The task is: describe an organic reaction: reactants, conditions, products, and yield The reactants are FC(C(=O)O)(F)F (trifluoroacetic acid), C[Si](C)(C)[N-][Si](C)(C)C.[Li+] (lithium bis(trimethylsilyl)amide), ClC(CC)B1OC(C(O1)(C)C)(C)C (2-[1(RS)-chloropropyl]-4,4,5,5-tetramethyl-1,3,2-dioxaborolane). Solvent: O1CCCC1 (tetrahydrofuran), O1CCCC1 (tetrahydrofuran). Run at time 8 hour. The product is FC(C(=O)O)(F)F.C(C)C(N)B1OC(C(O1)(C)C)(C)C (α-(RS)-ethyl-4,4,5,5-tetramethyl-1,3,2-dioxaborolane-2-methylamine trifluoroacetate). Yield: 16.9%. As a reaction SMILES: C[Si]([N-:5][Si](C)(C)C)(C)C.[Li+].Cl[CH:12]([B:15]1[O:19][C:18]([CH3:21])([CH3:20])[C:17]([CH3:23])([CH3:22])[O:16]1)[CH2:13][CH3:14].[F:24][C:25]([F:30])([F:29])[C:26]([OH:28])=[O:27]>O1CCCC1>[F:24][C:25]([F:30])([F:29])[C:26]([OH:28])=[O:27].[CH2:13]([CH:12]([B:15]1[O:19][C:18]([CH3:21])([CH3:20])[C:17]([CH3:23])([CH3:22])[O:16]1)[NH2:5])[CH3:14] |f:0.1,5.6|. Procedure details: 10 ml (10 mmol) of 1M lithium bis(trimethylsilyl)amide in tetrahydrofuran were added dropwise to a solution of 2.03 g (9.9 mmol) of 2-[1(RS)-chloropropyl]-4,4,5,5-tetramethyl-1,3,2-dioxaborolane in 20 ml tetrahydrofuran under a nitrogen atmosphere at -78° C. The solutionwas then stirred overnight at room temperature. The solvent was removed by evaporation and the residue was taken up in diethyl ether. Insoluble material was removed by filtration and the filtrate was cooled to 0° C. 2.3 ml (30 mm... The reactants are C(#N)CNC(=O)[C@H]1[C@@H](CCCC1)CBr (trans-2-Bromomethyl-cyclohexanecarboxylic acid cyanomethyl-amide), CSC1=CC=C(C=C1)S (4-(methylsulfanyl)thiophenol), C([O-])([O-])=O.[Cs+].[Cs+] (cesium carbonate). The solvent is CC(=O)C (acetone), CC(=O)C (Acetone). Conditions: temperature 50 celsius, time 8 hour. The product is C(#N)CNC(=O)[C@H]1[C@@H](CCCC1)CSC1=CC=C(C=C1)SC (trans-N-cyanomethyl-2-(4-methylsulfanylphenylsulfanylmethyl)-Cyclohexanecarboxamide). RXN SMILES: [C:1]([CH2:3][NH:4][C:5]([C@@H:7]1[CH2:12][CH2:11][CH2:10][CH2:9][C@H:8]1[CH2:13]Br)=[O:6])#[N:2].C(=O)([O-])[O-].[Cs+].[Cs+].[CH3:21][S:22][C:23]1[CH:28]=[CH:27][C:26]([SH:29])=[CH:25][CH:24]=1>CC(C)=O>[C:1]([CH2:3][NH:4][C:5]([C@@H:7]1[CH2:12][CH2:11][CH2:10][CH2:9][C@H:8]1[CH2:13][S:29][C:26]1[CH:27]=[CH:28][C:23]([S:22][CH3:21])=[CH:24][CH:25]=1)=[O:6])#[N:2] |f:1.2.3|. Reported procedure: trans-2-Bromomethyl-cyclohexanecarboxylic acid cyanomethyl-amide (258 mg) and cesium carbonate (329 mg) were weighed into a 15 mL vial fitted with a stir bar and a vent cap. Acetone (3 mL) and 4-(methylsulfanyl)thiophenol (162 mg) were added. The reaction mixture was stirred at 50° C. overnight and then diluted with hot acetone (7 mL) and filtered through Celite™. The Celite™ was washed with hot acetone. The filtrate and wash were combined and the solvent was removed on a rotary evaporator. Chro... Starting materials: CCOC(=O)C(=O)c1cccn1CCOC(C)=O, CCCCCC, CCOC(C)=O, ClCCl, O=S(=O)(Cl)Cl. Product: CCOC(=O)C(=O)c1cc(Cl)cn1CCOC(C)=O. Reaction SMILES: [C:1]([CH3:2])(=[O:3])[O:4][CH2:5][CH2:6][n:7]1[c:8]([C:12]([C:13](=[O:14])[O:15][CH2:16][CH3:17])=[O:18])[cH:9][cH:10][cH:11]1.[CH3:24][CH2:25][CH2:26][CH2:27][CH2:28][CH3:29].[CH3:30][CH2:31][O:32][C:33](=[O:34])[CH3:35].[Cl:36][CH2:37][Cl:38].[S:19]([Cl:20])(=[O:21])([Cl:22])=[O:23]>>[C:1]([CH3:2])(=[O:3])[O:4][CH2:5][CH2:6][n:7]1[c:8]([C:12]([C:13](=[O:14])[O:15][CH2:16][CH3:17])=[O:18])[cH:9][c:10]([Cl:22])[cH:11]1.